describe an organic reaction: reactants, conditions, products, and yield From a dataset of the Open Reaction Database (ORD), a public repository of structured organic reaction records. Starting materials: N1=C(C=CC=C1)CCCCC(=O)OCC (ethyl 5-(2-pyridyl)pentanoate), BrCC(C)=O (bromoacetone). Run in CC(=O)C (acetone). Product: CC=1C(=C2C=CC=CN2C1)CCCC(=O)OCC (ethyl 4-(2-methylindolizin-1-yl)butyrate). Reaction SMILES: [N:1]1[CH:6]=[CH:5][CH:4]=[CH:3][C:2]=1[CH2:7][CH2:8][CH2:9][CH2:10][C:11]([O:13][CH2:14][CH3:15])=[O:12].Br[CH2:17][C:18](=O)[CH3:19]>CC(C)=O>[CH3:19][C:18]1[C:7]([CH2:8][CH2:9][CH2:10][C:11]([O:13][CH2:14][CH3:15])=[O:12])=[C:2]2[N:1]([CH:17]=1)[CH:6]=[CH:5][CH:4]=[CH:3]2. Reported procedure: To a solution of ethyl 5-(2-pyridyl)pentanoate (1.07 g) in acetone (5 ml) was added bromoacetone (0.51 ml) and the mixture was refluxed for 2 hours. After removal of the solvent, the residue was dissolved in aqueous sodium bicarbonate (1 g sodium bicarbonate/20 ml water) and then refluxed for 30 minutes. The mixture was extracted with ethyl acetate. The combined organic layers were washed with brine, dried over sodium sulfate, evaporated in vacuo, and chromatographed on silica gel (dichlorometha...